Dataset: the Open Reaction Database (ORD), a public repository of structured organic reaction records. Task: describe an organic reaction: reactants, conditions, products, and yield The reactants are FC(C(=O)NC1=NN(C(C1)C)C1=CC=C(C=C1)F)(F)F (2,2,2-Trifluoro-N-[1-(p-fluorophenyl)-5-methyl-2-pyrazolin-3-yl]acetamide), C(CC)(=O)OC(CC)=O (propionic anhydride). The solvent is O (water). Run at time 2 hour. Yields the product FC1=CC=C(C=C1)N1N=C(CC1C)NC(CC)=O (N-[1-(p-Fluorophenyl)-5-methyl-2-pyrazolin-3-yl]propionamide). Reaction SMILES: F[C:2](F)(F)[C:3]([NH:5][C:6]1[CH2:10][CH:9]([CH3:11])[N:8]([C:12]2[CH:17]=[CH:16][C:15]([F:18])=[CH:14][CH:13]=2)[N:7]=1)=[O:4].[C:21](OC(=O)CC)(=O)CC>O>[F:18][C:15]1[CH:16]=[CH:17][C:12]([N:8]2[CH:9]([CH3:11])[CH2:10][C:6]([NH:5][C:3](=[O:4])[CH2:2][CH3:21])=[N:7]2)=[CH:13][CH:14]=1. Procedure: A mixture of 3.0 g. of 3-amino-1-(p-fluorophenyl)-5-methyl-2-pyrazoline (prepared in Example 44) and 5.0 ml. of propionic anhydride is allowed to remain at room temperature for 2 hours. The reaction mixture is poured into water and the water is decanted. This step is repeated. The precipitate is treated with saturated sodium bicarbonate solution then is filtered. The solid is dissolved in dichloromethane. The solution is columnized and the desired product is recrystallized as described in Exampl...